This data is from the Open Reaction Database (ORD), a public repository of structured organic reaction records. The task is: describe an organic reaction: reactants, conditions, products, and yield Reactants: C(O)([O-])=O.[Na+] (Sodium hydrogen carbonate), COC(CC1=CC(=C(C=C1)O)N)=O (methyl(3-amino-4-hydroxyphenyl)acetate), C(C)(C)(C)CC(=O)Cl (tert-butylacetyl chloride). The solvent is COCCOC (1,2-dimethoxyethane), COCCOC (1,2-dimethoxyethane). Conditions: time 1 hour. Product: CC(C(=O)NC=1C=C(C=CC1O)CC(=O)OC)(C)C (methyl [3-(2,2-dimethylpropionamido)-4-hydroxyphenyl]acetate). Reaction SMILES: [C:1](=[O:4])([O-])O.[Na+].[CH3:6][O:7][C:8](=[O:18])[CH2:9][C:10]1[CH:15]=[CH:14][C:13]([OH:16])=[C:12]([NH2:17])[CH:11]=1.[C:19](CC(Cl)=O)([CH3:22])([CH3:21])[CH3:20]>COCCOC>[CH3:20][C:19]([CH3:22])([CH3:21])[C:1]([NH:17][C:12]1[CH:11]=[C:10]([CH2:9][C:8]([O:7][CH3:6])=[O:18])[CH:15]=[CH:14][C:13]=1[OH:16])=[O:4] |f:0.1|. Procedure details: Sodium hydrogen carbonate (19 g, 0.23 mol) was suspended in 1,2-dimethoxyethane (180 ml), and methyl(3-amino-4-hydroxyphenyl)acetate [from step 4] (26.3 g, 0.145 mole) was added. To this mixture was added, dropwise, a solution of tert-butylacetyl chloride in 1,2-dimethoxyethane (45 ml), over 2 hours. Once the addition was complete, the mixture was stirred at room temperature for 1 hour. The mixture was filtered, the inorganic solid washed with ethyl acetate (3×50 ml) and the filtrate and washing... Starting materials: BrN1C(CCC1=O)=O (N-bromosuccinimide), ClC=1C=C(C=NC1)C1=NC(=CC2=C1N(C=N2)C(C)[C@@H]2CC[C@H](CC2)C)C#N (racemic 4-(5-chloropyridin-3-yl)-3-[1-(trans-4-methylcyclohexyl)ethyl]-3H-imidazo[4,5-c]pyridine-6-carbonitrile). Run in ClCCl (dichloromethane), C(Cl)(Cl)Cl (chloroform). The product is BrC1=NC2=C(C(=NC(=C2)C#N)C=2C=NC=C(C2)Cl)N1C(C)[C@@H]1CC[C@H](CC1)C (racemic 2-bromo-4-(5-chloropyridin-3-yl)-3-[1-(trans-4-methylcyclohexyl)ethyl]-3H-imidazo[4,5-c]pyridine-6-carbonitrile). As a reaction SMILES: [Br:1]N1C(=O)CCC1=O.[Cl:9][C:10]1[CH:11]=[C:12]([C:16]2[C:21]3[N:22]([CH:25]([C@H:27]4[CH2:32][CH2:31][C@H:30]([CH3:33])[CH2:29][CH2:28]4)[CH3:26])[CH:23]=[N:24][C:20]=3[CH:19]=[C:18]([C:34]#[N:35])[N:17]=2)[CH:13]=[N:14][CH:15]=1>C(Cl)(Cl)Cl.ClCCl>[Br:1][C:23]1[N:22]([CH:25]([C@H:27]2[CH2:32][CH2:31][C@H:30]([CH3:33])[CH2:29][CH2:28]2)[CH3:26])[C:21]2[C:16]([C:12]3[CH:13]=[N:14][CH:15]=[C:10]([Cl:9])[CH:11]=3)=[N:17][C:18]([C:34]#[N:35])=[CH:19][C:20]=2[N:24]=1. Reported procedure: N-bromosuccinimide (4.07 g, 22.9 mmol) was added to a room temperature solution of racemic 4-(5-chloropyridin-3-yl)-3-[1-(trans-4-methylcyclohexyl)ethyl]-3H-imidazo[4,5-c]pyridine-6-carbonitrile (4.14 g, 7.63 mmol) stirring in degassed chloroform (38 mL). The reaction was heated to reflux for 1.5 hours. The mixture was cooled to room temperature, diluted with dichloromethane, and washed with saturated aqueous sodium thiosulfate (2×) and brine. The organic layer was dried over sodium sulfate, fil... Reaction SMILES: [C:31]([c:32]1[cH:33][c:34]([CH:43]=[O:44])[cH:35][c:36]([C:37]([CH3:38])([CH3:39])[CH3:40])[c:41]1[OH:42])([CH3:45])([CH3:46])[CH3:47].[CH3:48][C:49]([c:50]1[cH:51][c:52]([CH2:53][CH:54]2[S:55][CH2:56][NH:57][C:58]2=[O:59])[cH:60][c:61]([C:62]([CH3:63])([CH3:64])[CH3:65])[c:66]1[OH:67])([CH3:68])[CH3:69].[CH3:70][C:71](=[O:72])[OH:73].[CH3:75][C:76](=[O:77])[O-:78].[CH3:8][C:9]([CH3:10])([CH3:11])[c:12]1[cH:13][c:14]([CH:23]=[C:24]2[C:25](=[O:30])[NH:26][C:27](=[S:29])[S:28]2)[cH:15][c:16]([C:19]([CH3:20])([CH3:21])[CH3:22])[c:17]1[OH:18].[Na+:74].[S:1]1[CH2:2][C:3](=[O:4])[NH:5][C:6]1=[S:7]>>[CH3:8][C:9]([CH3:10])([CH3:11])[c:12]1[cH:13][c:14]([CH2:23][CH:24]2[C:25](=[O:30])[NH:26][C:27](=[S:29])[S:28]2)[cH:15][c:16]([C:19]([CH3:20])([CH3:21])[CH3:22])[c:17]1[OH:18]. Reactants: CC(C)(C)c1cc(C=O)cc(C(C)(C)C)c1O, CC(C)(C)c1cc(CC2SCNC2=O)cc(C(C)(C)C)c1O, CC(=O)O, CC(=O)[O-], CC(C)(C)c1cc(C=C2SC(=S)NC2=O)cc(C(C)(C)C)c1O, [Na+], O=C1CSC(=S)N1. Product: CC(C)(C)c1cc(CC2SC(=S)NC2=O)cc(C(C)(C)C)c1O. Reactants: C(CCCCCCCCCCCCCCCC)NC(O[C@@H]1[C@@H](OCCC1)COCC1=CC=CC=C1)=O (cis-2-benzyloxymethyltetrahydropyran-3-yl N-heptadecylcarbamate). The reagents and catalysts are [Pd] (palladium on activated carbon). Run in C(C)O (ethanol). The product is C(CCCCCCCCCCCCCCCC)NC(O[C@@H]1[C@@H](OCCC1)CO)=O (cis-2-Hydroxymethyltetrahydropyran-3-yl N-heptadecylcarbamate). As a reaction SMILES: [CH2:1]([NH:18][C:19](=[O:36])[O:20][C@H:21]1[CH2:26][CH2:25][CH2:24][O:23][C@H:22]1[CH2:27][O:28]CC1C=CC=CC=1)[CH2:2][CH2:3][CH2:4][CH2:5][CH2:6][CH2:7][CH2:8][CH2:9][CH2:10][CH2:11][CH2:12][CH2:13][CH2:14][CH2:15][CH2:16][CH3:17]>C(O)C.[Pd]>[CH2:1]([NH:18][C:19](=[O:36])[O:20][C@H:21]1[CH2:26][CH2:25][CH2:24][O:23][C@H:22]1[CH2:27][OH:28])[CH2:2][CH2:3][CH2:4][CH2:5][CH2:6][CH2:7][CH2:8][CH2:9][CH2:10][CH2:11][CH2:12][CH2:13][CH2:14][CH2:15][CH2:16][CH3:17]. Procedure: Following a procedure similar to that described in Preparation 4, but using a solution of 1.300 g of dl-cis-2-benzyloxymethyltetrahydropyran-3-yl N-heptadecylcarbamate (prepared as described in Preparation 65) in 30 ml of ethanol and 0.819 g of 10% w/w palladium on activated carbon, 0.977 g of the title compound was obtained as crystals. These crystals melted at 81.0°-82.0° C. after recrystallisation from diethyl ether. Reactants: CCOCC (ether), FC1=C(C=CC(=C1F)F)[N+](=O)[O-] (2,3,4-trifluoronitrobenzene), [Na] (sodium). Run in CO (methanol), CO (methanol). Yields the product FC=1C=C(C(=C(C1)F)[N+](=O)[O-])O (3,5-Difluoro-6-nitrophenol). As a reaction SMILES: [F:1][C:2]1[C:7](F)=[C:6]([F:9])[CH:5]=[CH:4][C:3]=1[N+:10]([O-:12])=[O:11].[Na].CC[O:16]CC>CO>[F:9][C:6]1[CH:5]=[C:4]([OH:16])[C:3]([N+:10]([O-:12])=[O:11])=[C:2]([F:1])[CH:7]=1 |^1:12|. Reported procedure: To a stirred solution of 2,3,4-trifluoronitrobenzene (5 g, 28.23 mmol) in dry methanol (70 ml) was added a solution of sodium (0.68, 29.46) in dry methanol (30 ml). The solution was stirred until all starting material was consumed (˜2 h). After concentration water was added and the solution was extracted with ether, dried over Na2SO4, filtered and concentrated to a yellow residue (4.65 g). To the solution of the yellow residue in dichloromethane (140 ml) was added boron tribromide (1M in dichlor... The reactants are CCO, N#Cc1c(F)cccc1C(F)(F)F, N. Product: N#Cc1c(N)cccc1C(F)(F)F. Reaction SMILES: [CH3:15][CH2:16][OH:17].[F:1][c:2]1[c:3]([C:12]#[N:13])[c:4]([C:8]([F:9])([F:10])[F:11])[cH:5][cH:6][cH:7]1.[NH3:14]>>[c:2]1([NH2:14])[c:3]([C:12]#[N:13])[c:4]([C:8]([F:9])([F:10])[F:11])[cH:5][cH:6][cH:7]1. Starting materials: NC=1N=C(C2=C(N1)N=CC(=C2)C=C(C)C2=CC=C(C=C2)C(=O)O)N (2,4-diamino-6-[2-(4-carboxyphenyl)prop-1-enyl]pyrido[2,3-d]pyrimidine), NC=1N=C(C2=C(N1)N=CC(=C2)C=C(C)C2=CC=C(C=C2)C(=O)O)O (2-amino-4-hydroxy-6-[2-(4-carboxyphenyl)prop-1-enyl]pyrido[2,3-d]pyrimidine). Yields the product NC=1N=C(C2=C(N1)N=CC(=C2)C=CC2=CC=C(C=C2)C(=O)O)O (2-Amino-4-hydroxy-6-[2-(4-carboxyphenyl)ethenyl]pyrido[2,3-d]pyrimidine). RXN SMILES: NC1N=C(N)C2C=C(C=C(C3C=CC(C(O)=O)=CC=3)C)C=NC=2N=1.[NH2:25][C:26]1[N:27]=[C:28]([OH:48])[C:29]2[CH:35]=[C:34]([CH:36]=[C:37]([C:39]3[CH:44]=[CH:43][C:42]([C:45]([OH:47])=[O:46])=[CH:41][CH:40]=3)C)[CH:33]=[N:32][C:30]=2[N:31]=1>>[NH2:25][C:26]1[N:27]=[C:28]([OH:48])[C:29]2[CH:35]=[C:34]([CH:36]=[CH:37][C:39]3[CH:44]=[CH:43][C:42]([C:45]([OH:47])=[O:46])=[CH:41][CH:40]=3)[CH:33]=[N:32][C:30]=2[N:31]=1. Reported procedure: In a similar fashion, 2,4-diamino-6-[2-(4-carboxyphenyl)prop-1-enyl]pyrido[2,3-d]pyrimidine is converted to 2-amino-4-hydroxy-6-[2-(4-carboxyphenyl)prop-1-enyl]pyrido[2,3-d]pyrimidine, mp>250° C.; NMR (DMSO-d6, 80 MHz) d 2.28 and 2.30(brs, 3H), 6.77 and 7.06(brs, 1H), 7.72(d, 2H, J=8.5 Hz), 7.97(d, 2H, J=8.5 Hz), 8.27(d, 1H, J=2.0 Hz), 8.72(d, 1H, J=2.0 Hz).